This data is from the Open Reaction Database (ORD), a public repository of structured organic reaction records. The task is: describe an organic reaction: reactants, conditions, products, and yield The reactants are C(C)(C)(C)OC(=O)N1CCC(C(=O)O)(CC1)CC1=CC(=CC=C1)C (N-tert-butoxycarbonyl-4-(3-methylbenzyl)-isonipecotic acid), Cl.CN(CCCN=C=NCC)C (1-(3-dimethylaminopropyl)-3-ethylcarbodiimide hydrochloride), O.ON1N=NC2=C1C=CC=C2 (1-hydroxy-benzotriazole hydrate), [Cl-].[NH4+] (ammonium chloride), C(C)(C)N(CC)C(C)C (diisopropylethylamine), CN(C=O)C (dimethylformamide). Conditions: time 8 hour. Yields the product C(C)(C)(C)OC(=O)NC(C1(CCNCC1)CC1=CC(=CC=C1)C)=O (N-tert-butoxycarbonyl-4-(3-methylbenzyl)-isonipecotamide). As a reaction SMILES: C(OC([N:8]1[CH2:16][CH2:15][C:11]([CH2:17][C:18]2[CH:23]=[CH:22][CH:21]=[C:20]([CH3:24])[CH:19]=2)([C:12](O)=[O:13])[CH2:10][CH2:9]1)=O)(C)(C)C.Cl.CN(C)[CH2:28][CH2:29][CH2:30]N=C=NCC.[OH2:37].ON1C2C=CC=CC=2N=N1.[Cl-].[NH4+:49].[CH:50](N(C(C)C)CC)(C)C.CN(C)[CH:61]=[O:62]>>[C:29]([O:37][C:61]([NH:49][C:12](=[O:13])[C:11]1([CH2:17][C:18]2[CH:23]=[CH:22][CH:21]=[C:20]([CH3:24])[CH:19]=2)[CH2:15][CH2:16][NH:8][CH2:9][CH2:10]1)=[O:62])([CH3:30])([CH3:50])[CH3:28] |f:1.2,3.4,5.6|. Procedure details: A mixture of N-tert-butoxycarbonyl-4-(3-methylbenzyl)-isonipecotic acid (1.02 g, 3.00 mmol), 1-(3-dimethylaminopropyl)-3-ethylcarbodiimide hydrochloride (0.64 g. 3.36 mmol), 1-hydroxy-benzotriazole hydrate (0.45 g, 3.31 mmol), ammonium chloride (0.33 g, 6.15 mmol), and diisopropylethylamine (1.15 mL, 6.60 mmol) in anhydrous dimethylformamide (10 ml) was stirred at room temp. overnight. The resultant solution was concentrated under vacuum and the residue was partitioned between ethyl acetate and ... Reactants: C(O)CN (monoethanolamine), Cl.S1(CC(CC1)N)(=O)=O (Tetrahydro-3-thiophenamine 1,1-dioxide hydrochloride). Product: Cl.OCCNC1CS(CC1)(=O)=O (N-Hydroxyethyltetrahydro-3-thiophenamine 1,1-dioxide hydrochloride). Reaction SMILES: [CH2:1]([CH2:3][NH2:4])[OH:2].[ClH:5].[S:6]1(=[O:13])(=[O:12])[CH2:10][CH2:9][CH:8](N)[CH2:7]1>>[ClH:5].[OH:2][CH2:1][CH2:3][NH:4][CH:8]1[CH2:9][CH2:10][S:6](=[O:13])(=[O:12])[CH2:7]1 |f:1.2,3.4|. Procedure details: The procedure of Example 1 was repeated substituting 95 percent monoethanolamine (28.6 parts) for the ammonium hydroxide of Example 1. A sticky solid was filtered after treatment with hydrochloric acid, and upon drying in vacuo over P2O5 weighed 59.6 g. (78.5 percent of theory) m.p. 122°-124° C. The reactants are C(C)C1C(CCC(C(OC(C2CCCCN2C(C(C2(C(CC(C(C(CC(CC(=C1)C)C)OC)O2)OC)C)O)=O)=O)=O)C(=CC2CC(C(CC2)O)OC)C)C)=O (17-ethyl-1-hydroxy-12-[2'-(4"-hydroxy-3"-methoxycyclohexyl)-1'-methylvinyl]-23,25-dimethoxy-13,19,21,27-tetramethyl-11,28-dioxa-4-azatricyclo[22.3.1.04,9 ]octacos-18-ene-2,3,10,16-tetraone), [Se](=O)=O (selenium dioxide). Run in C(C)O (ethanol). Run at temperature 70 celsius. Yields the product C(C)C1C(CCC(C(OC(C2CCCCN2C(C(C2(C(CC(C(C(CC(C(C(=C1)C)O)C)OC)O2)OC)C)O)=O)=O)=O)C(=CC2CC(C(CC2)O)OC)C)C)=O (17-Ethyl-1,20-dihydroxy-12-[2'-(4"-hydroxy-3"-methoxycyclohexyl)-1'-methylvinyl]-23,25-dimethoxy-13,19,21,27-tetramethyl-11,28-dioxa-4-azatricyclo[22.3.1.04,9 ]octacos-18-ene-2,3,10,16-tetraone). Yield: 68.5%. RXN SMILES: [CH2:1]([CH:3]1[CH:29]=[C:28]([CH3:30])[CH2:27][CH:26]([CH3:31])[CH2:25][CH:24]([O:32][CH3:33])[CH:23]2[O:34][C:19]([OH:38])([CH:20]([CH3:37])[CH2:21][CH:22]2[O:35][CH3:36])[C:18](=[O:39])[C:17](=[O:40])[N:16]2[CH:11]([CH2:12][CH2:13][CH2:14][CH2:15]2)[C:10](=[O:41])[O:9][CH:8]([C:42]([CH3:53])=[CH:43][CH:44]2[CH2:49][CH2:48][CH:47]([OH:50])[CH:46]([O:51][CH3:52])[CH2:45]2)[CH:7]([CH3:54])[CH2:6][CH2:5][C:4]1=[O:55])[CH3:2].[Se](=O)=[O:57]>C(O)C>[CH2:1]([CH:3]1[CH:29]=[C:28]([CH3:30])[CH:27]([OH:57])[CH:26]([CH3:31])[CH2:25][CH:24]([O:32][CH3:33])[CH:23]2[O:34][C:19]([OH:38])([CH:20]([CH3:37])[CH2:21][CH:22]2[O:35][CH3:36])[C:18](=[O:39])[C:17](=[O:40])[N:16]2[CH:11]([CH2:12][CH2:13][CH2:14][CH2:15]2)[C:10](=[O:41])[O:9][CH:8]([C:42]([CH3:53])=[CH:43][CH:44]2[CH2:49][CH2:48][CH:47]([OH:50])[CH:46]([O:51][CH3:52])[CH2:45]2)[CH:7]([CH3:54])[CH2:6][CH2:5][C:4]1=[O:55])[CH3:2]. Reported procedure: To a solution of 17-ethyl-1-hydroxy-12-[2'-(4"-hydroxy-3"-methoxycyclohexyl)-1'-methylvinyl]-23,25-dimethoxy-13,19,21,27-tetramethyl-11,28-dioxa-4-azatricyclo[22.3.1.04,9 ]octacos-18-ene-2,3,10,16-tetraone (735 mg) in 95% ethanol (10 ml) was added 130 mg of selenium dioxide. The flask was fitted with a water condenser and heated to 70° C. on a mantle. After 45 hours the mixture was cooled to room temperature, filtered through diatomaceous earth and the filtrate poured into a saturated sodium bic... Starting materials: CCCCCC (n-hexane), C(C)(C)(C)OC(N[C@H]1CO[C@@H](CC1)CC=O)=O ((3R,6S)-[6-(2-oxo-ethyl)-tetrahydro-pyran-3-yl]-carbamic acid tert-butyl ester), C(CCC)[Li] (n-butyllithium), C(C)OP(OCC)(=O)CC1=C(C=NC2=CC=C(C(=C12)F)OC)Cl ((3-chloro-5-fluoro-6-methoxy-quinolin-4-ylmethyl)-phosphonic acid diethyl ester). Run in C(C)(=O)OCC (ethyl acetate), O1CCCC1 (tetrahydrofuran), O1CCCC1 (tetrahydrofuran). Run at temperature 0 celsius, time 2 hour. Product: C(C)(C)(C)OC(N[C@H]1CO[C@@H](CC1)CC=CC1=C(C=NC2=CC=C(C(=C12)F)OC)Cl)=O ((3R,6S)-{6-[3-(3-chloro-5-fluoro-6-methoxy-quinolin-4-yl)-allyl]-tetrahydro-pyran-3-yl}-carbamic acid tert-butyl ester). Yield: 80.2%. Reaction SMILES: C([Li])CCC.C(OP([CH2:14][C:15]1[C:24]2[C:19](=[CH:20][CH:21]=[C:22]([O:26][CH3:27])[C:23]=2[F:25])[N:18]=[CH:17][C:16]=1[Cl:28])(=O)OCC)C.[C:29]([O:33][C:34](=[O:45])[NH:35][C@@H:36]1[CH2:41][CH2:40][C@@H:39]([CH2:42][CH:43]=O)[O:38][CH2:37]1)([CH3:32])([CH3:31])[CH3:30].CCCCCC>O1CCCC1.C(OCC)(=O)C>[C:29]([O:33][C:34](=[O:45])[NH:35][C@@H:36]1[CH2:41][CH2:40][C@@H:39]([CH2:42][CH:43]=[CH:14][C:15]2[C:24]3[C:19](=[CH:20][CH:21]=[C:22]([O:26][CH3:27])[C:23]=3[F:25])[N:18]=[CH:17][C:16]=2[Cl:28])[O:38][CH2:37]1)([CH3:32])([CH3:31])[CH3:30]. Procedure details: A solution of n-butyllithium (1.6 M in n-hexane, 4.72 mL, 7.55 mmol, 1.5 eq) is added dropwise at 0° C. to a stirred solution of (3-chloro-5-fluoro-6-methoxy-quinolin-4-ylmethyl)-phosphonic acid diethyl ester (1.82 g, 5.03 mmol, 1.0 eq) in tetrahydrofuran (130 mL). After 2 hours stirring at 0° C., a solution of (3R,6S)-[6-(2-oxo-ethyl)-tetrahydro-pyran-3-yl]-carbamic acid tert-butyl ester (1.22 g, 5.03 mmol, 1.0 eq) in tetrahydrofuran (30 mL) is added dropwise within 2 minutes. After 10 minutes ... Reaction conditions: temperature 15 celsius, time 5 hour. Run in O1CCCC1 (tetrahydrofuran), O1CCCC1 (tetrahydrofuran), C(Cl)(Cl)Cl (chloroform). The reactants are BrC1=CC=C(C=C1)OC (p-bromanisol), C1(CCCCCCC1)=O (cyclooctanone), [Cl-].[NH4+] (ammonium chloride), [Mg] (magnesium), II (iodine). Procedure: To a vigorously stirred suspension of 19.5 g of magnesium chips (which have been washed with chloroform and activated with iodine) in 800 ml of absolute tetrahydrofuran is added in increments a solution of 131 g of p-bromanisol in 200 ml of absolute tetrahydrofuran in such a way that it is possible to maintain gently the Crignard reaction. The reaction mixture is allowed to continue to react for 1 hour, cooled to 15° C and treated dropwise with 88 g of cyclooctanone. After the reaction mixture h... The product is C1(=CCCCCCC1)C1=CC=C(C=C1)OC (p-(1-cyclooctenyl)-anisol). Reaction SMILES: [Mg].II.Br[C:5]1[CH:10]=[CH:9][C:8]([O:11][CH3:12])=[CH:7][CH:6]=1.[C:13]1(=O)[CH2:20][CH2:19][CH2:18][CH2:17][CH2:16][CH2:15][CH2:14]1.[Cl-].[NH4+]>O1CCCC1.C(Cl)(Cl)Cl>[C:13]1([C:5]2[CH:10]=[CH:9][C:8]([O:11][CH3:12])=[CH:7][CH:6]=2)[CH2:20][CH2:19][CH2:18][CH2:17][CH2:16][CH2:15][CH:14]=1 |f:4.5|. Starting materials: C(C1=CC=CC=C1)OC(=O)N[C@@H]1[C@@H]2C(N([C@H](CC1)C2)C(=O)OC(C)(C)C)=O ((1R,2S,5R)-tert-butyl 2-(benzyloxycarbonylamino)-7-oxo-6-aza-bicyclo[3.2.1]octane-6-carboxylate), O (water), [OH-].[Na+] (NaOH), [BH4-].[Na+] (NaBH4). Run in O1CCCC1 (tetrahydrofuran). Run at time 5 hour. Yields the product C(C1=CC=CC=C1)OC(=O)N[C@@H]1[C@@H](C[C@@H](CC1)NC(OC(C)(C)C)=O)CO (tert-butyl (1R,3R,4S)-4-benzyloxycarbonylamino-3-(hydroxymethyl)cyclohexylcarbamate). Yield: 71.2%. As a reaction SMILES: [CH2:1]([O:8][C:9]([NH:11][C@H:12]1[CH2:18][CH2:17][C@@H:16]2[CH2:19][C@H:13]1[C:14](=[O:27])[N:15]2[C:20]([O:22][C:23]([CH3:26])([CH3:25])[CH3:24])=[O:21])=[O:10])[C:2]1[CH:7]=[CH:6][CH:5]=[CH:4][CH:3]=1.O.[BH4-].[Na+].[OH-].[Na+]>O1CCCC1>[CH2:1]([O:8][C:9]([NH:11][C@H:12]1[CH2:18][CH2:17][C@@H:16]([NH:15][C:20](=[O:21])[O:22][C:23]([CH3:24])([CH3:25])[CH3:26])[CH2:19][C@H:13]1[CH2:14][OH:27])=[O:10])[C:2]1[CH:3]=[CH:4][CH:5]=[CH:6][CH:7]=1 |f:2.3,4.5|. Procedure: A solution of (1R,2S,5R)-tert-butyl 2-(benzyloxycarbonylamino)-7-oxo-6-aza-bicyclo[3.2.1]octane-6-carboxylate (2.0 g, 5.34 mmol) in tetrahydrofuran (40 mL) was treated with water (8 mL) and then with NaBH4 (1.01 g, 26.7 mmol). The mixture was stirred at rt for 5 h, then was treated with aqueous NaOH (1.0 M, 100 mL) and stirred for 60 min. The mixture was extracted four times with ethyl acetate. The combined extracts were washed with saturated aqueous NaCl, dried over Na2SO4, and concentrated und...